From a dataset of the Open Reaction Database (ORD), a public repository of structured organic reaction records. describe an organic reaction: reactants, conditions, products, and yield Starting materials: ClC(Cl)Cl, OCc1cccc2nnsc12. Yields the product O=Cc1cccc2nnsc12. RXN SMILES: [CH:12]([Cl:13])([Cl:14])[Cl:15].[OH:1][CH2:2][c:3]1[cH:4][cH:5][cH:6][c:7]2[n:8][n:9][s:10][c:11]12>>[O:1]=[CH:2][c:3]1[cH:4][cH:5][cH:6][c:7]2[n:8][n:9][s:10][c:11]12. The reactants are C(CC)OC1=C(N)C=CC=C1 (2-Propoxyaniline), C([O-])([O-])=O.[Na+].[Na+] (sodium carbonate), BrCC1OC(C(O1)C)C (2-Bromomethyl-4,5-dimethyl-1,3-dioxolane). Yields the product CC1OC(OC1C)CNC1=C(C=CC=C1)OCCC (N-(4,5-dimethyl-1,3-dioxolan-2-ylmethyl)-2-propoxyaniline). Reaction SMILES: [CH2:1]([O:4][C:5]1[CH:11]=[CH:10][CH:9]=[CH:8][C:6]=1[NH2:7])[CH2:2][CH3:3].C(=O)([O-])[O-].[Na+].[Na+].Br[CH2:19][CH:20]1[O:24][CH:23]([CH3:25])[CH:22]([CH3:26])[O:21]1>>[CH3:26][CH:22]1[CH:23]([CH3:25])[O:24][CH:20]([CH2:19][NH:7][C:6]2[CH:8]=[CH:9][CH:10]=[CH:11][C:5]=2[O:4][CH2:1][CH2:2][CH3:3])[O:21]1 |f:1.2.3|. Procedure: 2-Propoxyaniline (0.5 mole) and sodium carbonate (30 grams) are charged into a glass reaction vessel equipped with a mechanical stirrer, thermometer and reflux condenser. 2-Bromomethyl-4,5-dimethyl-1,3-dioxolane (0.55 mole) is slowly added and the reaction mixture is heated at reflux for a period of about 1 hour. After this time the reaction mixture is filtered and additional sodium carbonate (5 grams) is added to the filtrate. The mixture is then distilled under reduced pressure to yield the de... Starting materials: O[C@H](CN1C(C2=C(CCC1)NC(=C2C)C=O)=O)CN2CCOCC2 ((S)-5-(2-Hydroxy-3-morpholin-4-yl-propyl)-3-methyl-4-oxo-1,4,5,6,7,8-hexahydro-pyrrolo[3,2-c]azepine-2-carbaldehyde), 5-fluoro-1,3-dihyrdro-indole-2-one, N1CCCCC1 (piperidine). Run in C(C)O (ethanol). Yields the product title compound, OC(CN1C(C2=C(CCC1)NC=C2C)=O)CN2CCOCC2 (5-(2-hydroxy-3-morpholinopropyl)-3-methyl-5,6,7,8-tetrahydropyrrolo[3,2-c]azepin-4(1H)-one). The yield is 87.3%. RXN SMILES: [OH:1][C@@H:2]([CH2:18][N:19]1[CH2:24][CH2:23][O:22][CH2:21][CH2:20]1)[CH2:3][N:4]1[CH2:10][CH2:9][CH2:8][C:7]2[NH:11][C:12](C=O)=[C:13]([CH3:14])[C:6]=2[C:5]1=[O:17].N1CCCCC1>C(O)C>[OH:1][CH:2]([CH2:18][N:19]1[CH2:24][CH2:23][O:22][CH2:21][CH2:20]1)[CH2:3][N:4]1[CH2:10][CH2:9][CH2:8][C:7]2[NH:11][CH:12]=[C:13]([CH3:14])[C:6]=2[C:5]1=[O:17]. Procedure: (S)-5-(2-Hydroxy-3-morpholin-4-yl-propyl)-3-methyl-4-oxo-1,4,5,6,7,8-hexahydro-pyrrolo[3,2-c]azepine-2-carbaldehyde 78f (50 mg, 0.149 mmol) was dissolved in 261 μl of ethanol under stirring, and added with 5-fluoro-1,3-dihyrdro-indole-2-one (20.28 mg, 0.134 mmol) and piperidine (7.3 μl, 0.074 mmol) to the solution at room temperature. Upon the completion of the addition, the reaction mixture was stirred for 2 hours in dark at 80° C. in an oil bath. After thin lay chromatography showed the disapp...